Dataset: the Open Reaction Database (ORD), a public repository of structured organic reaction records. Task: describe an organic reaction: reactants, conditions, products, and yield The reactants are FC=1C=C(C=C(C1O[Si](C(C)C)(C(C)C)C(C)C)F)CC(CCCCC(=O)OCC)C=O (ethyl 7-(3,5-difluoro-4-triisopropylsilanyloxy-phenyl)-6-formylheptanoate), solution, C(CCC)[Li] (n-butyllithium), [Br-].FC=1C=CC(=C(C[P+](C2=CC=CC=C2)(C2=CC=CC=C2)C2=CC=CC=C2)C1)OCC1=CC=C(C=C1)C1=CC=C(C=C1)C(F)(F)F ([5-fluoro-2-(4′-trifluoromethylbiphenyl-4-ylmethoxy)-benzyl]triphenylphosphonium bromide), [Cl-].[NH4+] (ammonium chloride). The solvent is C1CCOC1 (THF), CCCCCC (hexane), C1CCOC1 (THF). Run at time 45 minute. The product is FC=1C=C(CC(CCCCC(=O)OCC)C=CC2=C(C=CC(=C2)F)OCC2=CC=C(C=C2)C2=CC=C(C=C2)C(F)(F)F)C=C(C1O[Si](C(C)C)(C(C)C)C(C)C)F (Ethyl 6-(3,5-difluoro-4-triisopropylsilanyloxybenzyl)-8-[5-fluoro-2-(4′-trifluoromethylbiphenyl-4-ylmethoxy)phenyl]oct-7-enoate). As a reaction SMILES: [CH2:1]([Li])[CH2:2][CH2:3][CH3:4].[Br-].[F:7][C:8]1[CH:9]=[CH:10][C:11]([O:34][CH2:35][C:36]2[CH:41]=[CH:40][C:39]([C:42]3[CH:47]=[CH:46][C:45]([C:48]([F:51])([F:50])[F:49])=[CH:44][CH:43]=3)=[CH:38][CH:37]=2)=C(C=1)C[P+](C1C=CC=CC=1)(C1C=CC=CC=1)C1C=CC=CC=1.[F:52][C:53]1[CH:54]=[C:55]([CH2:71][CH:72](C=O)[CH2:73][CH2:74][CH2:75][CH2:76][C:77]([O:79][CH2:80][CH3:81])=[O:78])[CH:56]=[C:57]([F:70])[C:58]=1[O:59][Si:60]([CH:67]([CH3:69])[CH3:68])([CH:64]([CH3:66])[CH3:65])[CH:61]([CH3:63])[CH3:62].[Cl-].[NH4+]>CCCCCC.C1COCC1>[F:52][C:53]1[CH:54]=[C:55]([CH:56]=[C:57]([F:70])[C:58]=1[O:59][Si:60]([CH:61]([CH3:62])[CH3:63])([CH:67]([CH3:68])[CH3:69])[CH:64]([CH3:65])[CH3:66])[CH2:71][CH:72]([CH:4]=[CH:3][C:2]1[CH:1]=[C:8]([F:7])[CH:9]=[CH:10][C:11]=1[O:34][CH2:35][C:36]1[CH:41]=[CH:40][C:39]([C:42]2[CH:47]=[CH:46][C:45]([C:48]([F:49])([F:50])[F:51])=[CH:44][CH:43]=2)=[CH:38][CH:37]=1)[CH2:73][CH2:74][CH2:75][CH2:76][C:77]([O:79][CH2:80][CH3:81])=[O:78] |f:1.2,4.5|. Procedure details: 0.7 ml (1.12 mmol) of a 1.6 M solution of n-butyllithium in hexane is added dropwise to a suspension of 784 mg (1.06 mmol) of [5-fluoro-2-(4′-trifluoromethylbiphenyl-4-ylmethoxy)-benzyl]triphenylphosphonium bromide in 10 ml of THF at 0° C. and then stirred for 45 min. Subsequently, a solution of 500 mg (1.06 mmol) of ethyl 7-(3,5-difluoro-4-triisopropylsilanyloxy-phenyl)-6-formylheptanoate in 10 ml of THF is added dropwise at 0° C. and then stirred at this temperature for 2 h. The mixture is mix... Reactants: O=c1cc(OCc2ccccc2)ccn1Cc1cccc(F)c1, CC#N, O=C1CCC(=O)N1I. Yields the product C#Cc1c(OCc2ccccc2)ccn(Cc2cccc(F)c2)c1=O. As a reaction SMILES: [CH2:1]([c:2]1[cH:3][cH:4][cH:5][cH:6][cH:7]1)[O:8][c:9]1[cH:10][c:11](=[O:23])[n:12]([CH2:15][c:16]2[cH:17][c:18]([F:22])[cH:19][cH:20][cH:21]2)[cH:13][cH:14]1.[CH3:32][C:33]#[N:34].[I:24][N:25]1[C:26](=[O:31])[CH2:28][CH2:30][C:27]1=[O:29]>>[CH2:1]([c:2]1[cH:3][cH:4][cH:5][cH:6][cH:7]1)[O:8][c:9]1[c:10]([C:26]#[CH:28])[c:11](=[O:23])[n:12]([CH2:15][c:16]2[cH:17][c:18]([F:22])[cH:19][cH:20][cH:21]2)[cH:13][cH:14]1. Starting materials: CCCC[Sn](CCCC)(CCCC)c1ccncc1, C1COCCO1, [Cl-], CC(C)N1CCC(C(=O)Nc2ccc(I)cc2C(=O)Nc2ccc(Cl)cn2)CC1, [Li+]. The product is CC(C)N1CCC(C(=O)Nc2ccc(-c3ccncc3)cc2C(=O)Nc2ccc(Cl)cn2)CC1. Reaction SMILES: [CH2:32]([Sn:33]([CH2:34][CH2:35][CH2:36][CH3:43])([c:37]1[cH:38][cH:39][n:40][cH:41][cH:42]1)[CH2:44][CH2:45][CH2:46][CH3:47])[CH2:48][CH2:49][CH3:50].[CH2:51]1[O:52][CH2:53][CH2:54][O:55][CH2:56]1.[Cl-:31].[Cl:1][c:2]1[cH:3][cH:4][c:5]([NH:8][C:9]([c:10]2[c:11]([NH:17][C:18](=[O:19])[CH:20]3[CH2:21][CH2:22][N:23]([CH:26]([CH3:27])[CH3:28])[CH2:24][CH2:25]3)[cH:12][cH:13][c:14]([I:16])[cH:15]2)=[O:29])[n:6][cH:7]1.[Li+:30]>>[Cl:1][c:2]1[cH:3][cH:4][c:5]([NH:8][C:9]([c:10]2[c:11]([NH:17][C:18](=[O:19])[CH:20]3[CH2:21][CH2:22][N:23]([CH:26]([CH3:27])[CH3:28])[CH2:24][CH2:25]3)[cH:12][cH:13][c:14](-[c:37]3[cH:38][cH:39][n:40][cH:41][cH:42]3)[cH:15]2)=[O:29])[n:6][cH:7]1. RXN SMILES: Br[CH2:2][C:3]([C:5]1[CH:10]=[CH:9][CH:8]=[C:7]([N+:11]([O-:13])=[O:12])[CH:6]=1)=[O:4].[OH:14][CH2:15][C@H:16]1[NH:21][CH2:20][CH2:19][N:18]([C:22]([O:24][C:25]([CH3:28])([CH3:27])[CH3:26])=[O:23])[CH2:17]1.CCN(C(C)C)C(C)C.O>C1COCC1>[OH:14][CH2:15][C@H:16]1[N:21]([CH2:2][C:3]([C:5]2[CH:10]=[CH:9][CH:8]=[C:7]([N+:11]([O-:13])=[O:12])[CH:6]=2)=[O:4])[CH2:20][CH2:19][N:18]([C:22]([O:24][C:25]([CH3:28])([CH3:27])[CH3:26])=[O:23])[CH2:17]1. The reactants are O (water), BrCC(=O)C1=CC(=CC=C1)[N+](=O)[O-] (2-Bromo-1-(3-nitrophenyl)ethanone), CCN(C(C)C)C(C)C (Hunig's base), OC[C@@H]1CN(CCN1)C(=O)OC(C)(C)C ((S)-tert-butyl 3-(hydroxymethyl)piperazine-1-carboxylate). Run in C1CCOC1 (THF). Yields the product OC[C@@H]1CN(CCN1CC(=O)C1=CC(=CC=C1)[N+](=O)[O-])C(=O)OC(C)(C)C ((S)-tert-butyl 3-(hydroxymethyl)-4-(2-(3-nitrophenyl)-2-oxoethyl)piperazine-1-carboxylate). Procedure: 2-Bromo-1-(3-nitrophenyl)ethanone (1.01 g, 4.14 mmol) was dissolved in THF (20 mL) and added (S)-tert-butyl 3-(hydroxymethyl)piperazine-1-carboxylate (1.074 g, 4.97 mmol) followed by Hunig's base (1.45 mL, 8.28 mmol) then stirred at room temperature overnight. The reaction was poured into water and extracted with ETOAC (2×). The organic layer was separated, dried over Na2SO4, filtered and concentrated. The product was purified by chromatography through a 120 g ISCO Redi-sep column eluting with 0... Conditions: time 8 hour. Reactants: O=C(O)c1ccccc1[N+](=O)[O-], O=S(Cl)Cl. The product is O=C(Cl)c1ccccc1[N+](=O)[O-]. Reaction SMILES: [OH:1][C:2](=[O:3])[c:4]1[cH:5][cH:6][cH:7][cH:8][c:9]1[N+:10]([O-:11])=[O:12].[S:13]([Cl:14])([Cl:15])=[O:16]>>[O:1]=[C:2]([c:4]1[cH:5][cH:6][cH:7][cH:8][c:9]1[N+:10]([O-:11])=[O:12])[Cl:15]. The reactants are COc1ccc(CCCN2C(=O)NCC2c2ccc(OC)cc2)cc1, CC(=O)O, O=N[O-], [Na+], O, [Zn]. Yields the product COc1ccc(CCCN2C(=O)N(N)CC2c2ccc(OC)cc2)cc1. Reaction SMILES: [CH3:1][O:2][c:3]1[cH:4][cH:5][c:6]([CH2:9][CH2:10][CH2:11][N:12]2[C:13](=[O:25])[NH:14][CH2:15][CH:16]2[c:17]2[cH:18][cH:19][c:20]([O:23][CH3:24])[cH:21][cH:22]2)[cH:7][cH:8]1.[CH3:30][C:31](=[O:32])[OH:33].[N:26]([O-:27])=[O:28].[Na+:29].[OH2:34].[Zn:35]>>[CH3:1][O:2][c:3]1[cH:4][cH:5][c:6]([CH2:9][CH2:10][CH2:11][N:12]2[C:13](=[O:25])[N:14]([NH2:26])[CH2:15][CH:16]2[c:17]2[cH:18][cH:19][c:20]([O:23][CH3:24])[cH:21][cH:22]2)[cH:7][cH:8]1. Product: CC(C[C@@H](C(N[C@@H]1C(CN([C@@H](CC1)C)S(=O)(=O)C1=NC=CC=C1)=O)=O)NC(=O)C=1OC2=C(C1)C=CC=C2)C (Benzofuran-2-carboxylic acid {(S)-3-methyl-1-[(4S,7R)-7-methyl-3-oxo-1-(pyridine-2-sulfonyl)-azepan-4-ylcarbamoyl]-butyl}-amide). Run at time 1 hour. Reactants: CC(=O)OI1(C=2C=CC=CC2C(=O)O1)(OC(=O)C)OC(=O)C (Dess-Martin periodinane), O[C@H]1CN([C@@H](CC[C@@H]1NC(=O)[C@H](CC(C)C)NC(=O)C=1OC2=C(C1)C=CC=C2)C)S(=O)(=O)C2=NC=CC=C2 (Benzofuran-2-carboxylic acid {(S)-1-[(3S,4S,7R)-3-hydroxy-7-methyl-1-(pyridine-2-sulfonyl)-azepan-4-ylcarbamoyl]-3-methyl-butyl}-amide). Reported procedure: Dess-Martin periodinane (0.077 g, 0.182 mmol) was added to a solution of Benzofuran-2-carboxylic acid {(S)-1-[(3S,4S,7R)-3-hydroxy-7-methyl-1-(pyridine-2-sulfonyl)-azepan-4-ylcarbamoyl]-3-methyl-butyl}-amide (0.058 g, 0.107 mmol) in CH2Cl2 (10 ml) and was stirred at RT for 1 h. The solution was washed with 10% aq. Na2S2O3, then aq. sat. NaHCO3, then brine. Purification by column chromatography (50% to 80% ethyl acetate/hexanes) gave the title compound (0.056 g, 97%): 1H NMR: 8.72 (m, 1H), 8.0 (d... Solvent: C(Cl)Cl (CH2Cl2). The yield is 96.8%. RXN SMILES: CC(OI1(OC(C)=O)(OC(C)=O)OC(=O)C2C=CC=CC1=2)=O.[OH:23][C@@H:24]1[C@@H:30]([NH:31][C:32]([C@@H:34]([NH:39][C:40]([C:42]2[O:43][C:44]3[CH:50]=[CH:49][CH:48]=[CH:47][C:45]=3[CH:46]=2)=[O:41])[CH2:35][CH:36]([CH3:38])[CH3:37])=[O:33])[CH2:29][CH2:28][C@@H:27]([CH3:51])[N:26]([S:52]([C:55]2[CH:60]=[CH:59][CH:58]=[CH:57][N:56]=2)(=[O:54])=[O:53])[CH2:25]1>C(Cl)Cl>[CH3:37][CH:36]([CH3:38])[CH2:35][C@H:34]([NH:39][C:40]([C:42]1[O:43][C:44]2[CH:50]=[CH:49][CH:48]=[CH:47][C:45]=2[CH:46]=1)=[O:41])[C:32](=[O:33])[NH:31][C@H:30]1[CH2:29][CH2:28][C@@H:27]([CH3:51])[N:26]([S:52]([C:55]2[CH:60]=[CH:59][CH:58]=[CH:57][N:56]=2)(=[O:53])=[O:54])[CH2:25][C:24]1=[O:23].